Dataset: the Open Reaction Database (ORD), a public repository of structured organic reaction records. Task: describe an organic reaction: reactants, conditions, products, and yield Product: CCC(CC)n1c(CNCc2ccco2)cc2cnc(Nc3ccc(N4CCN(C(C)=O)CC4)cc3)nc21. As a reaction SMILES: [C:1]([CH3:2])(=[O:3])[N:4]1[CH2:5][CH2:6][N:7]([c:10]2[cH:11][cH:12][c:13]([NH:16][c:17]3[n:18][cH:19][c:20]4[c:21]([n:22]3)[n:23]([CH:28]([CH2:29][CH3:30])[CH2:31][CH3:32])[c:24]([CH:26]=[O:27])[cH:25]4)[cH:14][cH:15]2)[CH2:8][CH2:9]1.[CH2:33]([c:34]1[cH:35][cH:36][cH:37][o:38]1)[NH2:39].[CH2:44]1[O:45][CH2:46][CH2:47][CH2:48]1.[CH3:40][C:41](=[O:42])[OH:43]>>[C:1]([CH3:2])(=[O:3])[N:4]1[CH2:5][CH2:6][N:7]([c:10]2[cH:11][cH:12][c:13]([NH:16][c:17]3[n:18][cH:19][c:20]4[c:21]([n:22]3)[n:23]([CH:28]([CH2:29][CH3:30])[CH2:31][CH3:32])[c:24]([CH2:26][NH:39][CH2:33][c:34]3[cH:35][cH:36][cH:37][o:38]3)[cH:25]4)[cH:14][cH:15]2)[CH2:8][CH2:9]1. Starting materials: CCC(CC)n1c(C=O)cc2cnc(Nc3ccc(N4CCN(C(C)=O)CC4)cc3)nc21, NCc1ccco1, C1CCOC1, CC(=O)O. Procedure details: The same operation as in Example 1-1 or 1-2 was carried out using trans-2-decenoic acid and dihexylamine as starting materials to give the aimed compound. As a reaction SMILES: [C:1]([OH:12])(=O)/[CH:2]=[CH:3]/[CH2:4][CH2:5][CH2:6][CH2:7][CH2:8][CH2:9][CH3:10].[CH2:13]([NH:19][CH2:20][CH2:21][CH2:22][CH2:23][CH2:24][CH3:25])[CH2:14][CH2:15][CH2:16][CH2:17][CH3:18]>>[CH2:20]([N:19]([CH2:13][CH2:14][CH2:15][CH2:16][CH2:17][CH3:18])[C:1](=[O:12])/[CH:2]=[CH:3]/[CH2:4][CH2:5][CH2:6][CH2:7][CH2:8][CH2:9][CH3:10])[CH2:21][CH2:22][CH2:23][CH2:24][CH3:25]. Yields the product C(CCCCC)N(C(\C=C\CCCCCCC)=O)CCCCCC ((E)-N,N-dihexyl dec-2-enamide). Starting materials: C(\C=C\CCCCCCC)(=O)O (trans-2-decenoic acid), C(CCCCC)NCCCCCC (dihexylamine).